This data is from the Open Reaction Database (ORD), a public repository of structured organic reaction records. The task is: describe an organic reaction: reactants, conditions, products, and yield Reactants: Br, O=C([O-])O, O=C(Cl)OCc1ccccc1, CC1CNCCC1=O, [Na+], O. Product: CC1CN(C(=O)OCc2ccccc2)CCC1=O. RXN SMILES: [BrH:17].[C:12](=[O:13])([OH:14])[O-:15].[CH2:1]([c:2]1[cH:3][cH:4][cH:5][cH:6][cH:7]1)[O:8][C:9](=[O:10])[Cl:11].[CH3:18][CH:19]1[CH2:20][NH:21][CH2:22][CH2:23][C:24]1=[O:25].[Na+:16].[OH2:26]>>[CH2:1]([c:2]1[cH:3][cH:4][cH:5][cH:6][cH:7]1)[O:8][C:9](=[O:10])[N:21]1[CH2:20][CH:19]([CH3:18])[C:24](=[O:25])[CH2:23][CH2:22]1.